The task is: describe an organic reaction: reactants, conditions, products, and yield. This data is from the Open Reaction Database (ORD), a public repository of structured organic reaction records. Starting materials: C1CCNCC1, CCC(=C(c1ccc(C=CC(=O)O)cc1)c1ccc(OC(=O)CCl)cc1)c1ccccc1. Yields the product CCC(=C(c1ccc(C=CC(=O)O)cc1)c1ccc(OC(=O)CN2CCCCC2)cc1)c1ccccc1. RXN SMILES: [CH2:33]1[CH2:34][CH2:35][NH:36][CH2:37][CH2:38]1.[Cl:1][CH2:2][C:3](=[O:4])[O:5][c:6]1[cH:7][cH:8][c:9]([C:12](=[C:13]([CH2:14][CH3:15])[c:16]2[cH:17][cH:18][cH:19][cH:20][cH:21]2)[c:22]2[cH:23][cH:24][c:25]([CH:28]=[CH:29][C:30](=[O:31])[OH:32])[cH:26][cH:27]2)[cH:10][cH:11]1>>[CH2:2]([C:3](=[O:4])[O:5][c:6]1[cH:7][cH:8][c:9]([C:12](=[C:13]([CH2:14][CH3:15])[c:16]2[cH:17][cH:18][cH:19][cH:20][cH:21]2)[c:22]2[cH:23][cH:24][c:25]([CH:28]=[CH:29][C:30](=[O:31])[OH:32])[cH:26][cH:27]2)[cH:10][cH:11]1)[N:36]1[CH2:35][CH2:34][CH2:33][CH2:38][CH2:37]1. The reactants are CCOCC, Oc1ccc(F)cc1Cl, O, O=[N+]([O-])O. Yields the product O=[N+]([O-])c1cc(F)cc(Cl)c1O. As a reaction SMILES: [CH3:15][CH2:16][O:17][CH2:18][CH3:19].[Cl:1][c:2]1[c:3]([OH:9])[cH:4][cH:5][c:6]([F:8])[cH:7]1.[OH2:14].[OH:10][N+:11]([O-:12])=[O:13]>>[Cl:1][c:2]1[c:3]([OH:9])[c:4]([N+:11](=[O:10])[O-:12])[cH:5][c:6]([F:8])[cH:7]1. Reactants: NC1=C(C(=C(C(=C1)Cl)Cl)Cl)O (2-amino-4,5,6-trichlorophenol), C([O-])([O-])=O.[K+].[K+] (potassium carbonate), C(=O)(Cl)Cl (phosgen). The solvent is C1(=CC=CC=C1)C (toluene). Product: ClC=1C(=C(C2=C(NC(O2)=O)C1)Cl)Cl (5,6,7-trichlorobenzoxazolone). Isolated yield 95.0%. As a reaction SMILES: [NH2:1][C:2]1[CH:7]=[C:6]([Cl:8])[C:5]([Cl:9])=[C:4]([Cl:10])[C:3]=1[OH:11].[C:12](=O)([O-])[O-:13].[K+].[K+].C(Cl)(Cl)=O>C1(C)C=CC=CC=1>[Cl:8][C:6]1[C:5]([Cl:9])=[C:4]([Cl:10])[C:3]2[O:11][C:12](=[O:13])[NH:1][C:2]=2[CH:7]=1 |f:1.2.3|. Procedure: 21.3 g of 2-amino-4,5,6-trichlorophenol, 27.6 g of anhydrous potassium carbonate and 150 ml of toluene were placed in a 300 ml round-bottom flask and 9.9 g of phosgen was slowly added to the mixture with stirring under cooling an ice-water bath. The resulting mixture was heated at reflux temperature for one hour and the reaction solution was then cooled and transferred to a 500 ml separating funnel. 150 ml of tetrahydrofuran and 150 ml of water were added into the funnel and the organic layer wa... Reactants: CN(C)C1=NC=CC=C1 (dimethylaminopyridine), OC1=CC=C(C=C1)C1=CC=C(C=C1)CCCCCCCC (4-hydroxy-4'-octylbiphenyl), C(C1=CC=C(C(=O)Cl)C=C1)(=O)Cl (terephthaloyl chloride), ClCCl (dichloromethane). The solvent is C(C)N(CC)CC (triethylamine). Reaction conditions: time 10 hour. Product: C(CCCCCCC)C1=CC=C(C=C1)C1=CC=C(C=C1)C1=CC(=CC=C1C(=O)Cl)C(=O)Cl (4-octyl-biphenyl-4'-terephthalic acid chloride). As a reaction SMILES: O[C:2]1[CH:7]=[CH:6][C:5]([C:8]2[CH:13]=[CH:12][C:11]([CH2:14][CH2:15][CH2:16][CH2:17][CH2:18][CH2:19][CH2:20][CH3:21])=[CH:10][CH:9]=2)=[CH:4][CH:3]=1.[C:22]([Cl:33])(=[O:32])[C:23]1[CH:31]=[CH:30][C:26]([C:27]([Cl:29])=[O:28])=[CH:25][CH:24]=1.ClCCl.CN(C1C=CC=CN=1)C>C(N(CC)CC)C>[CH2:14]([C:11]1[CH:10]=[CH:9][C:8]([C:5]2[CH:4]=[CH:3][C:2]([C:31]3[C:23]([C:22]([Cl:33])=[O:32])=[CH:24][CH:25]=[C:26]([C:27]([Cl:29])=[O:28])[CH:30]=3)=[CH:7][CH:6]=2)=[CH:13][CH:12]=1)[CH2:15][CH2:16][CH2:17][CH2:18][CH2:19][CH2:20][CH3:21]. Procedure: To a solution of 4-hydroxy-4'-octylbiphenyl (0.5 g) and terephthaloyl chloride (0.36 g) in about dichloromethane (30 ml) was added drop by drop triethylamine (0.2 g). To the solution was added dimethylaminopyridine (0.013 g) and the mixture was stirred at the room temperature for 10 hours to obtain the titled compound. The reactants are CC1N(CCC(C1)=O)C(=O)OC(C)(C)C (tert-butyl 2-methyl-4-oxopiperidine-1-carboxylate), C(C(C)C)[Mg]Cl (isobutylmagnesium chloride), Cl (hydrochloric acid). Run in C1CCOC1 (THF), C1CCOC1 (THF), C1CCOC1 (THF). Conditions: temperature 0 celsius, time 3 hour. Product: OC1(CC(N(CC1)C(=O)OC(C)(C)C)C)CC(C)C (tert-butyl 4-hydroxy-4-isobutyl-2-methylpiperidine-1-carboxylate). As a reaction SMILES: [CH2:1]([Mg]Cl)[CH:2]([CH3:4])[CH3:3].[CH3:7][CH:8]1[CH2:13][C:12](=[O:14])[CH2:11][CH2:10][N:9]1[C:15]([O:17][C:18]([CH3:21])([CH3:20])[CH3:19])=[O:16].Cl>C1COCC1>[OH:14][C:12]1([CH2:1][CH:2]([CH3:4])[CH3:3])[CH2:11][CH2:10][N:9]([C:15]([O:17][C:18]([CH3:20])([CH3:19])[CH3:21])=[O:16])[CH:8]([CH3:7])[CH2:13]1. Reported procedure: Under an argon atmosphere, in a 50-mL pear-shaped evaporating flask was weighed a solution of lanthanum chloride lithium chloride complex in THF (15.6 mL) and cooled to 0° C. To the solution was added dropwise a solution of isobutylmagnesium chloride in THF (3.5 mL) and stirred at 0° C. for 3 hours. A solution of tert-butyl 2-methyl-4-oxopiperidine-1-carboxylate (1 g) in THF (2.0 mL) was further added dropwise. The reaction solution was stirred at 0° C. for 1 hour, heated to 25° C., poured to hy... Reactants: CCCCCCCCCC[N+](C)(C)CCCCCCCCCC, CC(=O)[O-], CC(=O)O, [Cl-], [Na+]. Yields the product CCCCCCCCCC[N+](C)(C)CCCCCCCCCC, CC(=O)[O-]. RXN SMILES: [CH2:7]([CH2:8][CH2:9][CH2:10][CH2:11][CH2:12][CH2:13][CH2:14][CH2:15][CH3:16])[N+:17]([CH3:18])([CH3:19])[CH2:20][CH2:21][CH2:22][CH2:23][CH2:24][CH2:25][CH2:26][CH2:27][CH2:28][CH3:29].[CH3:2][C:3]([O-:4])=[O:5].[CH3:30][C:31](=[O:32])[OH:33].[Cl-:6].[Na+:1]>>[CH2:7]([CH2:8][CH2:9][CH2:10][CH2:11][CH2:12][CH2:13][CH2:14][CH2:15][CH3:16])[N+:17]([CH3:18])([CH3:19])[CH2:20][CH2:21][CH2:22][CH2:23][CH2:24][CH2:25][CH2:26][CH2:27][CH2:28][CH3:29].[CH3:2][C:3](=[O:4])[O-:5]. The reactants are OC=1C(=C(C(=O)OC)C(=C(C1)O)CCC)C (methyl 3,5-dihydroxy-2-methyl-6-propylbenzoate), solution, B(Br)(Br)Br (boron tribromide). Solvent: C(Cl)Cl (methylene chloride), C(Cl)Cl (methylene chloride), C(C)(=O)OCC (ethyl acetate). Run at time 5 hour. Yields the product OC=1C(=C(C(=O)O)C(=C(C1)O)CCC)C (3,5-dihydroxy-2-methyl-6-propylbenzoic acid). RXN SMILES: [OH:1][C:2]1[C:3]([CH3:16])=[C:4]([C:9]([CH2:13][CH2:14][CH3:15])=[C:10]([OH:12])[CH:11]=1)[C:5]([O:7]C)=[O:6].B(Br)(Br)Br>C(Cl)Cl.C(OCC)(=O)C>[OH:1][C:2]1[C:3]([CH3:16])=[C:4]([C:9]([CH2:13][CH2:14][CH3:15])=[C:10]([OH:12])[CH:11]=1)[C:5]([OH:7])=[O:6]. Procedure: To a solution of 4.61 g of methyl 3,5-dihydroxy-2-methyl-6-propylbenzoate in 20 ml of methylene chloride were added at 0° C. within 30 minutes 50 ml of a 1M solution of boron tribromide in methylene chloride. The mixture was stirred for 5 hours at room temperature and then diluted with 100 ml of ethyl acetate. The mixture was washed with water and with brine, and the organic layer was dried over sodium sulfate and evaporated in vacuo to yield crude 3,5-dihydroxy-2-methyl-6-propylbenzoic acid.